From a dataset of the Open Reaction Database (ORD), a public repository of structured organic reaction records. describe an organic reaction: reactants, conditions, products, and yield Starting materials: NC1=NC=C2N=CN(C2=N1)COC(COC(C1=CC=CC=C1)=O)COC(C1=CC=CC=C1)=O (2-amino-9-[(2-benzoyloxyl-1-(benzoyloxymethyl)ethoxy)methyl]-9H-purine), CN (methylamine). Conditions: time 30 minute. The product is NC1=NC=C2N=CN(C2=N1)COC(CO)CO (2-Amino-9-[(2-hydroxy-1-hydroxymethylethoxy)methyl]-9H-purine). As a reaction SMILES: [NH2:1][C:2]1[N:10]=[C:9]2[C:5]([N:6]=[CH:7][N:8]2[CH2:11][O:12][CH:13]([CH2:24][O:25]C(=O)C2C=CC=CC=2)[CH2:14][O:15]C(=O)C2C=CC=CC=2)=[CH:4][N:3]=1.CN>>[NH2:1][C:2]1[N:10]=[C:9]2[C:5]([N:6]=[CH:7][N:8]2[CH2:11][O:12][CH:13]([CH2:14][OH:15])[CH2:24][OH:25])=[CH:4][N:3]=1. Reported procedure: A mixture of 0.844 g (1.88 mM) of 2-amino-9-[(2-benzoyloxyl-1-(benzoyloxymethyl)ethoxy)methyl]-9H-purine and 100 ml of a 40% aqueous methylamine solution was stirred at room temperature for 30 minutes. The mixture was flash evaporated to a yellow oil which was then washed with water. The aqueous layer was then extracted twice with methylene chloride. The aqueous layer containing the product was then flash evaporated to a light yellow oil. Recrystallization of the oil in hot acetonirile yielded t... The reactants are CC1=C(COC=2C=C(C=CC2)CCCC(=O)OCC)C(=CC=C1)C (Ethyl 4-(3-(2,6-dimethylbenzyloxy)phenyl)butanoate), [OH-].[Na+] (NaOH). The solvent is C(C)O (ethanol). Run at time 3 hour. The product is CC1=C(COC=2C=C(C=CC2)CCCC(=O)O)C(=CC=C1)C (4-(3-(2,6-Dimethylbenzyloxy)phenyl)butanoic acid). RXN SMILES: [CH3:1][C:2]1[CH:23]=[CH:22][CH:21]=[C:20]([CH3:24])[C:3]=1[CH2:4][O:5][C:6]1[CH:7]=[C:8]([CH2:12][CH2:13][CH2:14][C:15]([O:17]CC)=[O:16])[CH:9]=[CH:10][CH:11]=1.[OH-].[Na+]>C(O)C>[CH3:1][C:2]1[CH:23]=[CH:22][CH:21]=[C:20]([CH3:24])[C:3]=1[CH2:4][O:5][C:6]1[CH:7]=[C:8]([CH2:12][CH2:13][CH2:14][C:15]([OH:17])=[O:16])[CH:9]=[CH:10][CH:11]=1 |f:1.2|. Reported procedure: A solution of Ethyl 4-(3-(2,6-dimethylbenzyloxy)phenyl)butanoate (Step B, 3.26 g, 10 mmol) in abs ethanol (60 ml) was treated with 1N NaOH (20 ml) at room temperature. The reaction mixture was stirred for 3 hours, or until all the starting material is gone, concentrated and diluted with chloroform and acidified by 1M HCl to bring the pH to 3.5-4. The organic layer was washed with brine, dried over Na2SO4, filtered, concentrated and purified by flash chromatography on a silica gel column (chlorof...